This data is from the Open Reaction Database (ORD), a public repository of structured organic reaction records. The task is: describe an organic reaction: reactants, conditions, products, and yield Starting materials: C1CCOC1, CC(C)CO, N#Cc1cnc2ccc(I)cc2c1Cl, [KH]. The product is CC(C)COc1c(C#N)cnc2ccc(I)cc12. Reaction SMILES: [CH2:21]1[O:22][CH2:23][CH2:24][CH2:25]1.[CH3:1][CH:2]([CH2:3][OH:4])[CH3:5].[Cl:6][c:7]1[c:8]([C:18]#[N:19])[cH:9][n:10][c:11]2[cH:12][cH:13][c:14]([I:17])[cH:15][c:16]12.[KH:20]>>[CH3:1][CH:2]([CH2:3][O:4][c:7]1[c:8]([C:18]#[N:19])[cH:9][n:10][c:11]2[cH:12][cH:13][c:14]([I:17])[cH:15][c:16]12)[CH3:5]. Reactants: COC1=NC(=CC=C1OC)CN (2,3-dimethoxy-6-aminomethylpyridine), C(CCl)Cl (EDC), C1=CC2=C(N=C1)N(N=N2)O (HOAt), C(C)(C)N(CC)C(C)C (diisopropylethylamine), ClC=1C=C(C=NC1)C=1C=C(C(=NC1)C1=NC=CC=C1)C(=O)[O-].[Na+] (Sodium 5″-chloro-2,2′:5′,3″-terpyridine-3′-carboxylate). Run in CN(C=O)C (dimethylformamide), C(C)(=O)OCC (ethyl acetate). Conditions: temperature 60 celsius. The product is ClC=1C=C(C=NC1)C=1C=C(C(=NC1)C1=NC=CC=C1)C(=O)NCC1=NC(=C(C=C1)OC)OC (5″-chloro-N-[(5,6-dimethoxypyridin-2-yl)methyl]-2,2′:5′,3″-terpyridine-3′-carboxamide). As a reaction SMILES: [Cl:1][C:2]1[CH:3]=[C:4]([C:8]2[CH:9]=[C:10]([C:20]([O-:22])=O)[C:11]([C:14]3[CH:19]=[CH:18][CH:17]=[CH:16][N:15]=3)=[N:12][CH:13]=2)[CH:5]=[N:6][CH:7]=1.[Na+].[CH3:24][O:25][C:26]1[C:31]([O:32][CH3:33])=[CH:30][CH:29]=[C:28]([CH2:34][NH2:35])[N:27]=1.C(Cl)CCl.C1C=NC2N(O)N=NC=2C=1.C(N(C(C)C)CC)(C)C>CN(C)C=O.C(OCC)(=O)C>[Cl:1][C:2]1[CH:3]=[C:4]([C:8]2[CH:9]=[C:10]([C:20]([NH:35][CH2:34][C:28]3[CH:29]=[CH:30][C:31]([O:32][CH3:33])=[C:26]([O:25][CH3:24])[N:27]=3)=[O:22])[C:11]([C:14]3[CH:19]=[CH:18][CH:17]=[CH:16][N:15]=3)=[N:12][CH:13]=2)[CH:5]=[N:6][CH:7]=1 |f:0.1|. Procedure details: To a suspension of sodium 5″-chloro-2,2′:5′,3″-terpyridine-3′-carboxylate (12-4, 3.12 g, 9.35 mmol, 1.0 equiv) in dimethylformamide (47 mL) was added 1-(5,6-dimethoxy-pyridin-2-yl)methanamine (5-6, 1.65 g, 9.82 mmol, 1.05 equiv), EDC (3.58 g, 18.7 mmol, 2.0 equiv), HOAt (2.55 g, 18.7 mmol, 2.0 equiv), and diisopropylethylamine (4.83 g, 37.4 mmol, 4.0 equiv) and the system was heated to 60° C. for 2 h. The reaction mixture was cooled and diluted with ethyl acetate (300 mL). The reaction mixture w... The reactants are N1CCC2(CC1)CSC1=C(O2)C2=CC=CC=C2C(C1=O)=O (spiro[naphtho[1,2-b][1,4]oxathiine-2,4′-piperidine]-5,6-dione), FC1=CC=C(C=C1)OCCCI (1-fluoro-4-(3-iodopropoxy)benzene). The product is FC1=CC=C(OCCCN2CCC3(CC2)CSC2=C(O3)C3=CC=CC=C3C(C2=O)=O)C=C1 (1′-[3-(4-fluorophenoxy)propyl]spiro[naphtho[1,2-b][1,4]oxathiine-2,4′-piperidine]-5,6-dione). Reaction SMILES: [NH:1]1[CH2:6][CH2:5][C:4]2([O:11][C:10]3[C:12]4[C:17]([C:18](=[O:21])[C:19](=[O:20])[C:9]=3[S:8][CH2:7]2)=[CH:16][CH:15]=[CH:14][CH:13]=4)[CH2:3][CH2:2]1.[F:22][C:23]1[CH:28]=[CH:27][C:26]([O:29][CH2:30][CH2:31][CH2:32]I)=[CH:25][CH:24]=1>>[F:22][C:23]1[CH:28]=[CH:27][C:26]([O:29][CH2:30][CH2:31][CH2:32][N:1]2[CH2:2][CH2:3][C:4]3([O:11][C:10]4[C:12]5[C:17]([C:18](=[O:21])[C:19](=[O:20])[C:9]=4[S:8][CH2:7]3)=[CH:16][CH:15]=[CH:14][CH:13]=5)[CH2:5][CH2:6]2)=[CH:25][CH:24]=1. Procedure: Compound 151 was synthesized using spiro[naphtho[1,2-b][1,4]oxathiine-2,4′-piperidine]-5,6-dione and 1-fluoro-4-(3-iodopropoxy)benzene and conditions outlined in procedure V. M.p.=164-165° C.; 400 MHz 1H NMR (DMSO-d6) δ: 7.92-7.87 (m, 1H), 7.82-7.76 (m, 2H), 7.6-7.52 (m, 1H), 7.18-7.06 (m, 2H), 6.97-6.9 (m, 2H), 4.03-3.95 (m, 2H), 3.07 (s, 2H), 2.82-2.72 (m, 2H), 2.55-2.48 (m, 2H), 2.4-2.25 (m, 2H), 2.05-1.75 (m, 6H); LCMS: 454 [M+H]. The reactants are BrC1=CC=C(C=C1)CN(C(C)=O)C (N-[(4-bromophenyl)methyl]-N-methylacetamide), FC(C1=NNC=2CCCCC12)(F)F (3-(trifluoromethyl)-4,5,6,7-tetrahydro-1H-indazole). Product: CN(C(C)=O)CC1=CC=C(C=C1)N1N=C(C=2CCCCC12)C(F)(F)F (N-methyl-N-({4-[3-(trifluoromethyl)-4,5,6,7-tetrahydro-1H-indazol-1-yl]phenyl}methyl)acetamide). RXN SMILES: Br[C:2]1[CH:7]=[CH:6][C:5]([CH2:8][N:9]([CH3:13])[C:10](=[O:12])[CH3:11])=[CH:4][CH:3]=1.[F:14][C:15]([F:26])([F:25])[C:16]1[C:24]2[CH2:23][CH2:22][CH2:21][CH2:20][C:19]=2[NH:18][N:17]=1>>[CH3:13][N:9]([CH2:8][C:5]1[CH:6]=[CH:7][C:2]([N:18]2[C:19]3[CH2:20][CH2:21][CH2:22][CH2:23][C:24]=3[C:16]([C:15]([F:14])([F:26])[F:25])=[N:17]2)=[CH:3][CH:4]=1)[C:10](=[O:12])[CH3:11]. Procedure: The title compound was prepared from N-[(4-bromophenyl)methyl]-N-methylacetamide and 3-(trifluoromethyl)-4,5,6,7-tetrahydro-1H-indazole using a similar procedure to that described for Example 1. Reactants: N1C[C@@H](CC1)NC(OC(C)(C)C)=O ((R)-tert-butyl pyrrolidin-3-ylcarbamate), ClC=1C2=C(N=CN1)NC=C2 (4-chloro-7H-pyrrolo[2,3-d]pyrimidine), CCN(C(C)C)C(C)C (DIPEA). Solvent: CCO (EtOH). Product: N1=CN=C(C2=C1NC=C2)N2C[C@@H](CC2)NC(OC(C)(C)C)=O ((R)-tert-butyl 1-(7H-pyrrolo[2,3-d]pyrimidin-4-yl)pyrrolidin-3-ylcarbamate). Yield: 88.6%. RXN SMILES: [NH:1]1[CH2:5][CH2:4][C@@H:3]([NH:6][C:7](=[O:13])[O:8][C:9]([CH3:12])([CH3:11])[CH3:10])[CH2:2]1.Cl[C:15]1[C:16]2[CH:23]=[CH:22][NH:21][C:17]=2[N:18]=[CH:19][N:20]=1.CCN(C(C)C)C(C)C>CCO>[N:18]1[C:17]2[NH:21][CH:22]=[CH:23][C:16]=2[C:15]([N:1]2[CH2:5][CH2:4][C@@H:3]([NH:6][C:7](=[O:13])[O:8][C:9]([CH3:10])([CH3:12])[CH3:11])[CH2:2]2)=[N:20][CH:19]=1. Reported procedure: A mixture of (R)-tert-butyl pyrrolidin-3-ylcarbamate (250 mg, 1.34 mmol), 4-chloro-7H-pyrrolo[2,3-d]pyrimidine (206 mg, 1.34 mmol) and DIPEA (0.35 mL, 2.01 mmol) in EtOH (3 mL) was stirred at reflux temperature for 16 hours. The volatiles were removed under reduced pressure. The residue was dissolved in EtOAc (15 mL), and filtered. The filtrate was washed with brine (3×5 mL), dried over anhydrous Na2SO4, and concentrated to give the title compound (360 mg, 88% yield). MS (m/z): 304 (M+H)+. Reactants: CC(C)O, Nc1ccc(F)c(Cl)c1, N#Cc1cnc2cc(Cl)c([N+](=O)[O-])cc2c1Cl, Cl, c1ccncc1. Product: N#Cc1cnc2cc(Cl)c([N+](=O)[O-])cc2c1Nc1ccc(F)c(Cl)c1. As a reaction SMILES: [CH3:34][CH:35]([OH:36])[CH3:37].[Cl:18][c:19]1[cH:20][c:21]([NH2:22])[cH:23][cH:24][c:25]1[F:26].[Cl:1][c:2]1[c:3]([C:16]#[N:17])[cH:4][n:5][c:6]2[cH:7][c:8]([Cl:15])[c:9]([N+:12](=[O:13])[O-:14])[cH:10][c:11]12.[ClH:27].[n:28]1[cH:29][cH:30][cH:31][cH:32][cH:33]1>>[c:2]1([NH:22][c:21]2[cH:20][c:19]([Cl:18])[c:25]([F:26])[cH:24][cH:23]2)[c:3]([C:16]#[N:17])[cH:4][n:5][c:6]2[cH:7][c:8]([Cl:15])[c:9]([N+:12](=[O:13])[O-:14])[cH:10][c:11]12.